From a dataset of the Open Reaction Database (ORD), a public repository of structured organic reaction records. describe an organic reaction: reactants, conditions, products, and yield Starting materials: C1(=CC=CC=C1)NC1=C(C=CC(=C1)Br)[N+](=O)[O-] (N-Phenyl-5-bromo-2-nitrobenzenamine), C(=O)(O)C=1C=C(C=CC1)B(O)O (3-carboxyphenylboronic acid), C(=O)([O-])[O-].[K+].[K+] (K2CO3). The solvent is C(C)(=O)OCC (ethyl acetate), C1(=CC=CC=C1)C.CCO.O (Toluene EtOH H2O). Run at temperature 100 celsius. Product: [N+](=O)([O-])C1=C(C=C(C=C1)C1=CC(=CC=C1)C(=O)O)NC1=CC=CC=C1 (4′-nitro-3′-(phenylamino) biphenyl-3-carboxylic acid). Yield: 84.0%. Reaction SMILES: [C:1]1([NH:7][C:8]2[CH:13]=[C:12](Br)[CH:11]=[CH:10][C:9]=2[N+:15]([O-:17])=[O:16])[CH:6]=[CH:5][CH:4]=[CH:3][CH:2]=1.[C:18]([C:21]1[CH:22]=[C:23](B(O)O)[CH:24]=[CH:25][CH:26]=1)([OH:20])=[O:19].C([O-])([O-])=O.[K+].[K+]>C1(C)C=CC=CC=1.CCO.O.C(OCC)(=O)C>[N+:15]([C:9]1[CH:10]=[CH:11][C:12]([C:25]2[CH:24]=[CH:23][CH:22]=[C:21]([C:18]([OH:20])=[O:19])[CH:26]=2)=[CH:13][C:8]=1[NH:7][C:1]1[CH:6]=[CH:5][CH:4]=[CH:3][CH:2]=1)([O-:17])=[O:16] |f:2.3.4,5.6.7|. Procedure: To a solution of N-Phenyl-5-bromo-2-nitrobenzenamine (0.9 g, 3.2 mmol) and 3-carboxyphenylboronic acid (0.64 g, 3.92 mmol) in Toluene: EtOH: H2O (8:8:1) was added K2CO3 (1.4 g, 9.78 mmol). After stirring reaction for 15 min under argon tetrakis (triphenylphosphine) palladium (0.184 mg, 0.016 mol) was added, resulting mixture was then heated at 100° C. for 12 h. The reaction mixture was cooled to room temperature and diluted with ethyl acetate and extracted three times with water. The aqueous lay...